This data is from the Open Reaction Database (ORD), a public repository of structured organic reaction records. The task is: describe an organic reaction: reactants, conditions, products, and yield Starting materials: C1(CCC1)NC(NC1=C(C=C(C(=O)N2CCN(CC2)CC2=CC=CC(=N2)C(=O)OC)C=C1)F)=O (Methyl 6-((4-(4-(3-cyclobutylureido)-3-fluorobenzoyl)piperazin-1-yl)methyl)picolinate), [OH-].[Na+] (sodium hydroxide). Solvent: CO (methanol). The product is C1(CCC1)NC(NC1=C(C=C(C(=O)N2CCN(CC2)CC2=CC=CC(=N2)C(=O)[O-])C=C1)F)=O.[Na+] (Sodium 6-((4-(4-(3-cyclobutylureido)-3-fluorobenzoyl)piperazin-1-yl)methyl)picolinate). The yield is 79.4%. RXN SMILES: [CH:1]1([NH:5][C:6](=[O:34])[NH:7][C:8]2[CH:32]=[CH:31][C:11]([C:12]([N:14]3[CH2:19][CH2:18][N:17]([CH2:20][C:21]4[N:26]=[C:25]([C:27]([O:29]C)=[O:28])[CH:24]=[CH:23][CH:22]=4)[CH2:16][CH2:15]3)=[O:13])=[CH:10][C:9]=2[F:33])[CH2:4][CH2:3][CH2:2]1.[OH-].[Na+:36]>CO>[CH:1]1([NH:5][C:6](=[O:34])[NH:7][C:8]2[CH:32]=[CH:31][C:11]([C:12]([N:14]3[CH2:19][CH2:18][N:17]([CH2:20][C:21]4[N:26]=[C:25]([C:27]([O-:29])=[O:28])[CH:24]=[CH:23][CH:22]=4)[CH2:16][CH2:15]3)=[O:13])=[CH:10][C:9]=2[F:33])[CH2:4][CH2:3][CH2:2]1.[Na+:36] |f:1.2,4.5|. Procedure details: Methyl 6-((4-(4-(3-cyclobutylureido)-3-fluorobenzoyl)piperazin-1-yl)methyl)picolinate (400 mg, 0.852 mmol) and sodium hydroxide (35 mg, 0.852 mmol) were combined and heated to reflux for 18 hours in methanol. The reaction mixture was concentrated at reduced pressure to afford the title compound (323 mg).